From a dataset of the Open Reaction Database (ORD), a public repository of structured organic reaction records. describe an organic reaction: reactants, conditions, products, and yield Reactants: C(C=C)(=O)OCC=C (allyl acrylate), ice, C(=O)(OC(C)(C)C)NCC(=O)OCC=C (N-boc-glycine, allyl ester), C[Si](C)(C)[NH-].C[Si](C)(C)[NH-].[Li+].[Li+].O1CCCC1 (lithium bis(trimethylsilylamide) tetrahydrofuran). Solvent: O1CCCC1 (tetrahydrofuran), O1CCCC1 (tetrahydrofuran). Run at temperature 3 celsius, time 15 minute. Product: O=C1C(CN(C1)C(=O)OC(C)(C)C)C(=O)OCC=C (3-allyl 1-tert-butyl 4-oxopyrrolidine-1,3-dicarboxylate). The yield is 62.8%. RXN SMILES: [C:1]([NH:8][CH2:9][C:10]([O:12]CC=C)=O)([O:3][C:4]([CH3:7])([CH3:6])[CH3:5])=[O:2].C[Si]([NH-])(C)C.C[Si]([NH-])(C)C.[Li+].[Li+].O1CCCC1.[C:33]([O:37][CH2:38][CH:39]=[CH2:40])(=[O:36])[CH:34]=[CH2:35]>O1CCCC1>[O:12]=[C:10]1[CH2:9][N:8]([C:1]([O:3][C:4]([CH3:5])([CH3:6])[CH3:7])=[O:2])[CH2:35][CH:34]1[C:33]([O:37][CH2:38][CH:39]=[CH2:40])=[O:36] |f:1.2.3.4.5|. Procedure: An ice-cooled (3° C.) stirred solution of N-boc-glycine, allyl ester (6.46 g, 30 mmol) in anhydrous tetrahydrofuran (60 mL) under nitrogen was treated with 1N lithium bis(trimethylsilylamide)/tetrahydrofuran (33 mL, 33 mmol) at a rate to keep pot temperature below 10° C., then stirred at 3° C. for 15 min and cooled (−40° C.). A solution of allyl acrylate (4.45 mL, 35 mmol) in anhydrous tetrahydrofuran (25 mL) was added dropwise, and the mixture allowed to reach room temperature, stirred 1 h, and...